describe an organic reaction: reactants, conditions, products, and yield From a dataset of the Open Reaction Database (ORD), a public repository of structured organic reaction records. The product is CC(C)C1CCN(Cc2ccc(COc3cccc4c3CN(C3CCC(=O)NC3=O)C4=O)cc2)CC1. The reactants are C1CCOC1, CC(C)(C)[O-], [K+], COC(=O)CCC(C(N)=O)N1Cc2c(OCc3ccc(CN4CCC(C(C)C)CC4)cc3)cccc2C1=O. As a reaction SMILES: [CH2:45]1[O:46][CH2:47][CH2:48][CH2:49]1.[CH3:39][C:40]([O-:41])([CH3:42])[CH3:43].[K+:44].[NH2:1][C:2]([CH:3]([CH2:4][CH2:5][C:6]([O:8][CH3:7])=[O:9])[N:10]1[C:11](=[O:37])[c:12]2[cH:13][cH:14][cH:15][c:16]([O:19][CH2:20][c:21]3[cH:22][cH:23][c:24]([CH2:27][N:28]4[CH2:29][CH2:30][CH:31]([CH:34]([CH3:35])[CH3:36])[CH2:32][CH2:33]4)[cH:25][cH:26]3)[c:17]2[CH2:18]1)=[O:38]>>[NH:1]1[C:2](=[O:38])[CH:3]([N:10]2[C:11](=[O:37])[c:12]3[cH:13][cH:14][cH:15][c:16]([O:19][CH2:20][c:21]4[cH:22][cH:23][c:24]([CH2:27][N:28]5[CH2:29][CH2:30][CH:31]([CH:34]([CH3:35])[CH3:36])[CH2:32][CH2:33]5)[cH:25][cH:26]4)[c:17]3[CH2:18]2)[CH2:4][CH2:5][C:6]1=[O:8]. Starting materials: CC(=O)OC1CSC(Oc2cccc(I)c2)C(OC(C)=O)C1OC(C)=O, OB(O)c1ccc(F)nc1. Yields the product CC(=O)OC1CSC(Oc2cccc(-c3ccc(F)nc3)c2)C(OC(C)=O)C1OC(C)=O. RXN SMILES: [C:1]([CH3:2])(=[O:3])[O:4][CH:5]1[CH:6]([O:7][c:8]2[cH:9][c:10]([I:14])[cH:11][cH:12][cH:13]2)[S:15][CH2:16][CH:17]([O:23][C:24]([CH3:25])=[O:26])[CH:18]1[O:19][C:20]([CH3:21])=[O:22].[F:27][c:28]1[cH:29][cH:30][c:31]([B:34]([OH:35])[OH:36])[cH:32][n:33]1>>[C:1]([CH3:2])(=[O:3])[O:4][CH:5]1[CH:6]([O:7][c:8]2[cH:9][c:10](-[c:31]3[cH:30][cH:29][c:28]([F:27])[n:33][cH:32]3)[cH:11][cH:12][cH:13]2)[S:15][CH2:16][CH:17]([O:23][C:24]([CH3:25])=[O:26])[CH:18]1[O:19][C:20]([CH3:21])=[O:22].